This data is from the Open Reaction Database (ORD), a public repository of structured organic reaction records. The task is: describe an organic reaction: reactants, conditions, products, and yield Starting materials: NC1=CC=C(C(=O)OCC)C=C1 (ethyl 4-aminobenzoate), ClC(C1=C(C=CC=C1)Cl)(Cl)Cl (α,α,α,2-tetrachlorotoluene). Product: C(C)OC(=O)C1=CC=C(C=C1)NC(C1=C(C=CC=C1)Cl)=NC1=CC=C(C=C1)C(=O)OCC (N,N'-Bis(4-ethoxycarbonylphenyl)-2-chlorobenzamidine). Solvent: C(Cl)(Cl)Cl (CHCl3). Procedure details: N,N'-Bis(4-ethoxycarbonylphenyl)-2-chlorobenzamidine (10) was prepared from ethyl 4-aminobenzoate and α,α,α,2-tetrachlorotoluene; tan solid: mp 98°-108° C. 1H-NMR (CDCl3) 8.3-6.4 (m, 13H), 4.2 (q, 4H, J=7 Hz); IR (CHCl3) 3360, 1695, 1600, 1580; MS (m/e) 450, 452 (M+), 286 (base). As a reaction SMILES: [NH2:1][C:2]1[CH:12]=[CH:11][C:5]([C:6]([O:8][CH2:9][CH3:10])=[O:7])=[CH:4][CH:3]=1.Cl[C:14](Cl)(Cl)[C:15]1[CH:20]=[CH:19][CH:18]=[CH:17][C:16]=1[Cl:21]>C(Cl)(Cl)Cl>[CH2:9]([O:8][C:6]([C:5]1[CH:4]=[CH:3][C:2]([NH:1][C:14](=[N:1][C:2]2[CH:3]=[CH:4][C:5]([C:6]([O:8][CH2:9][CH3:10])=[O:7])=[CH:11][CH:12]=2)[C:15]2[CH:20]=[CH:19][CH:18]=[CH:17][C:16]=2[Cl:21])=[CH:12][CH:11]=1)=[O:7])[CH3:10]. The reactants are N[C@H](C(=O)O)CC1=CC=C(C=C1)OCCC=1N=C(OC1C)C1=CC=CC=C1 ((2S)-2-amino-3-{4-[2-(5-methyl-2-phenyl-1,3oxazol-4-yl)ethoxy]phenyl}propanoic acid), C(=O)(C(F)(F)F)O (TFA), CC(=O)CC(=O)C1=CC=CO1 (1-(2-furyl)-1,3-butadione). The product is O1C(=CC=C1)C(\C=C(\C)/N[C@H](C(=O)O)CC1=CC=C(C=C1)OCCC=1N=C(OC1C)C1=CC=CC=C1)=O ((2S)-2-{[(Z)-3-(2-furyl)-1-methyl-3-oxo-1-propenyl]amino}-3-{4-[2-(5-methyl-2-phenyl-1,3-oxazol-4-yl)ethoxy]phenyl}propanoic acid), Example 29. The yield is 35.0%. RXN SMILES: [NH2:1][C@@H:2]([CH2:6][C:7]1[CH:12]=[CH:11][C:10]([O:13][CH2:14][CH2:15][C:16]2[N:17]=[C:18]([C:22]3[CH:27]=[CH:26][CH:25]=[CH:24][CH:23]=3)[O:19][C:20]=2[CH3:21])=[CH:9][CH:8]=1)[C:3]([OH:5])=[O:4].C(O)(C(F)(F)F)=O.[CH3:35][C:36]([CH2:38][C:39]([C:41]1[O:45][CH:44]=[CH:43][CH:42]=1)=[O:40])=O>>[O:45]1[CH:44]=[CH:43][CH:42]=[C:41]1[C:39](=[O:40])/[CH:38]=[C:36](\[NH:1][C@@H:2]([CH2:6][C:7]1[CH:12]=[CH:11][C:10]([O:13][CH2:14][CH2:15][C:16]2[N:17]=[C:18]([C:22]3[CH:27]=[CH:26][CH:25]=[CH:24][CH:23]=3)[O:19][C:20]=2[CH3:21])=[CH:9][CH:8]=1)[C:3]([OH:5])=[O:4])/[CH3:35]. Procedure: The title compound was prepared (as described above for the preparation of Example 2) from 630 mg (1.31 mmol) of Intermediate 45 (as the TFA salt) and 200 mg (1.31 mmol) of 1-(2-furyl)-1,3-butadione (purchased from Acros Organics) to yield 230 mg (35% yield) of Example 29 as a light brown solid: TLC (DCM/MeOH (4:1): Rf=0.62; 1H NMR (DMSO-d6, 300 MHz) δ11.07 (d, 1H, J=8.7), 7.88 (m, 2H), 7.69 (d, 1H, J=1.0), 7.48 (m, 3H), 7.09 (d, 2H, J=8.5), 6.86 (m, 3H), 6.52 (d, 1H, J=1.5), 5.33 (s, 1H), 4.13 ...